This data is from the Open Reaction Database (ORD), a public repository of structured organic reaction records. The task is: describe an organic reaction: reactants, conditions, products, and yield Reaction SMILES: [CH2:1]([CH3:2])[n:3]1[n:4][cH:5][c:6]2[c:7]1[n:8][c:9]([CH2:35][CH3:36])[c:10]([CH2:19][NH:20][C:21]([c:22]1[cH:23][cH:24][c:25]([CH2:28][CH2:29][CH2:30][CH2:31][CH2:32][OH:33])[cH:26][cH:27]1)=[O:34])[c:11]2[NH:12][CH:13]1[CH2:14][CH2:15][O:16][CH2:17][CH2:18]1.[CH2:37]1[O:38][CH2:39][CH2:40][CH2:41]1.[Cl:42][CH2:43][Cl:44]>>[CH2:1]([CH3:2])[n:3]1[n:4][cH:5][c:6]2[c:7]1[n:8][c:9]([CH2:35][CH3:36])[c:10]([CH2:19][NH:20][C:21]([c:22]1[cH:23][cH:24][c:25]([CH2:28][CH2:29][CH2:30][CH2:31][CH:32]=[O:33])[cH:26][cH:27]1)=[O:34])[c:11]2[NH:12][CH:13]1[CH2:14][CH2:15][O:16][CH2:17][CH2:18]1. Reactants: CCc1nc2c(cnn2CC)c(NC2CCOCC2)c1CNC(=O)c1ccc(CCCCCO)cc1, C1CCOC1, ClCCl. Product: CCc1nc2c(cnn2CC)c(NC2CCOCC2)c1CNC(=O)c1ccc(CCCCC=O)cc1. Starting materials: Cc1ccsc1C(=O)c1cccn1N1C(=O)c2ccccc2C1=O, CN, CCOC(C)=O, CN(C)C=O, O. The product is Cc1ccsc1C(=O)c1cccn1N. As a reaction SMILES: [CH3:1][c:2]1[c:3]([C:7](=[O:8])[c:9]2[n:10]([N:14]3[C:15](=[O:16])[c:17]4[c:18]([cH:19][cH:20][cH:21][cH:22]4)[C:23]3=[O:24])[cH:11][cH:12][cH:13]2)[s:4][cH:5][cH:6]1.[CH3:25][NH2:26].[CH3:28][CH2:29][O:30][C:31](=[O:32])[CH3:33].[O:34]=[CH:35][N:36]([CH3:37])[CH3:38].[OH2:27]>>[CH3:1][c:2]1[c:3]([C:7](=[O:8])[c:9]2[n:10]([NH2:14])[cH:11][cH:12][cH:13]2)[s:4][cH:5][cH:6]1. Starting materials: COC(=O)COc1ccccc1-c1c(C2CCCCC2)c2ccc(C(=O)OC(C)(C)C)cc2n1C, ClCCl. Yields the product COC(=O)COc1ccccc1-c1c(C2CCCCC2)c2ccc(C(=O)O)cc2n1C. As a reaction SMILES: [CH:1]1([c:7]2[c:8](-[c:24]3[c:25]([O:30][CH2:31][C:32](=[O:33])[O:34][CH3:35])[cH:26][cH:27][cH:28][cH:29]3)[n:9]([CH3:23])[c:10]3[cH:11][c:12]([C:16](=[O:17])[O:18][C:19]([CH3:20])([CH3:21])[CH3:22])[cH:13][cH:14][c:15]23)[CH2:2][CH2:3][CH2:4][CH2:5][CH2:6]1.[Cl:36][CH2:37][Cl:38]>>[CH:1]1([c:7]2[c:8](-[c:24]3[c:25]([O:30][CH2:31][C:32](=[O:33])[O:34][CH3:35])[cH:26][cH:27][cH:28][cH:29]3)[n:9]([CH3:23])[c:10]3[cH:11][c:12]([C:16](=[O:17])[OH:18])[cH:13][cH:14][c:15]23)[CH2:2][CH2:3][CH2:4][CH2:5][CH2:6]1.